Dataset: the Open Reaction Database (ORD), a public repository of structured organic reaction records. Task: describe an organic reaction: reactants, conditions, products, and yield Reactants: O=C([O-])[O-], CCCCN(C(=O)CCl)C1CC(C)(C)N(OC)C(C)(C)C1, CCOC(C)=O, CN(C)C=O, Cl, [I-], [K+], [K+], [K+], O=C(c1ccccc1)c1ccc(O)cc1O. Product: CCCCN(C(=O)COc1ccc(C(=O)c2ccccc2)c(O)c1)C1CC(C)(C)N(OC)C(C)(C)C1. As a reaction SMILES: [C:38](=[O:39])([O-:40])[O-:41].[CH2:17]([CH2:18][CH2:19][CH3:20])[N:21]([C:22]([CH2:23][Cl:24])=[O:25])[CH:26]1[CH2:27][C:28]([CH3:36])([CH3:37])[N:29]([O:34][CH3:35])[C:30]([CH3:32])([CH3:33])[CH2:31]1.[CH3:47][CH2:48][O:49][C:50](=[O:51])[CH3:52].[CH3:53][N:54]([CH3:55])[CH:56]=[O:57].[ClH:46].[I-:45].[K+:42].[K+:43].[K+:44].[OH:1][c:2]1[c:3]([C:4](=[O:5])[c:6]2[cH:7][cH:8][cH:9][cH:10][cH:11]2)[cH:12][cH:13][c:14]([OH:16])[cH:15]1>>[OH:1][c:2]1[c:3]([C:4](=[O:5])[c:6]2[cH:7][cH:8][cH:9][cH:10][cH:11]2)[cH:12][cH:13][c:14]([O:16][CH2:23][C:22]([N:21]([CH2:17][CH2:18][CH2:19][CH3:20])[CH:26]2[CH2:27][C:28]([CH3:36])([CH3:37])[N:29]([O:34][CH3:35])[C:30]([CH3:32])([CH3:33])[CH2:31]2)=[O:25])[cH:15]1.